Dataset: the Open Reaction Database (ORD), a public repository of structured organic reaction records. Task: describe an organic reaction: reactants, conditions, products, and yield Starting materials: C(C1=CC=CC=C1)(=O)OC1(C(N(C2=CC=C(C=C12)C)CC)=O)CC1=CC(=C(C(=C1)OC)OC)OC (1-ethyl-5-methyl-2-oxo-3-(3,4,5-trimethoxybenzyl)indolin-3-yl benzoate), C(C1=CC=CC=C1)(=O)OC1C(N(C2=CC=C(C=C12)Cl)CC)=O (5-chloro-1-ethyl-2-oxoindolin-3-yl benzoate), COC=1C=C(CCl)C=CC1 (3-methoxy benzyl chloride). Product: C(C1=CC=CC=C1)(=O)OC1(C(N(C2=CC=C(C=C12)Cl)CC)=O)CC1=CC(=CC=C1)OC (5-chloro-1-ethyl-3-(3-methoxybenzyl)-2-oxoindolin-3-yl benzoate). Reaction SMILES: [C:1]([O:9][C:10]1([CH2:23][C:24]2[CH:29]=[C:28](OC)[C:27](OC)=[C:26]([O:34][CH3:35])[CH:25]=2)[C:18]2[C:13](=[CH:14][CH:15]=[C:16](C)[CH:17]=2)[N:12]([CH2:20][CH3:21])[C:11]1=[O:22])(=[O:8])[C:2]1[CH:7]=[CH:6][CH:5]=[CH:4][CH:3]=1.C(OC1C2C(=CC=C([Cl:54])C=2)N(CC)C1=O)(=O)C1C=CC=CC=1.COC1C=C(C=CC=1)CCl>>[C:1]([O:9][C:10]1([CH2:23][C:24]2[CH:29]=[CH:28][CH:27]=[C:26]([O:34][CH3:35])[CH:25]=2)[C:18]2[C:13](=[CH:14][CH:15]=[C:16]([Cl:54])[CH:17]=2)[N:12]([CH2:20][CH3:21])[C:11]1=[O:22])(=[O:8])[C:2]1[CH:7]=[CH:6][CH:5]=[CH:4][CH:3]=1. Procedure: This compound was made in an analogous fashion to 1-ethyl-5-methyl-2-oxo-3-(3,4,5-trimethoxybenzyl)indolin-3-yl benzoate using 5-chloro-1-ethyl-2-oxoindolin-3-yl benzoate and 3-methoxy benzyl chloride (purchased from Fisher Scientific). 1H NMR δ 8.06 (d, 2H), 7.61 (t, 1H), 7.46 (t, 2H), 7.25 (dd, 1H), 7.09 (t, 1H), 7.02 (d, 1H), 6.76 (dd, 1H), 6.64 (m, 2H), 6.52 (s, 1H), 3.72 (m, 4H), 3.57 (m, 2H), 3.27 (d, 1H), 1.04 (t, 3H). Calculated mass for C25H22NClO4, 435.12. Observed 458.1 (M+Na).